Dataset: the Open Reaction Database (ORD), a public repository of structured organic reaction records. Task: describe an organic reaction: reactants, conditions, products, and yield The reactants are BrC1=C2C3(C(N(C2=CC=C1)C(C1=CC=CC=C1)C1=CC=CC=C1)=O)COC1=CC2=C(OCCO2)C=C13 (4′-bromo-1′-(diphenylmethyl)-2,3-dihydrospiro[furo[2,3-g][1,4]benzodioxine-8,3′-indol]-2′(1H)-one), C(C)[SiH](CC)CC (triethylsilane), FC(C(=O)O)(F)F (trifluoroacetic acid). Run at temperature 75 celsius. Product: BrC1=C2C3(C(NC2=CC=C1)=O)COC1=CC2=C(OCCO2)C=C13 (4′-bromo-2,3-dihydrospiro[furo[2,3-g][1,4]benzodioxine-8,3′-indol]-2′(1′H)-one). Isolated yield 48.0%. RXN SMILES: [Br:1][C:2]1[CH:10]=[CH:9][CH:8]=[C:7]2[C:3]=1[C:4]1([C:36]3[C:27](=[CH:28][C:29]4[O:34][CH2:33][CH2:32][O:31][C:30]=4[CH:35]=3)[O:26][CH2:25]1)[C:5](=[O:24])[N:6]2C(C1C=CC=CC=1)C1C=CC=CC=1.C([SiH](CC)CC)C.FC(F)(F)C(O)=O>>[Br:1][C:2]1[CH:10]=[CH:9][CH:8]=[C:7]2[C:3]=1[C:4]1([C:36]3[C:27](=[CH:28][C:29]4[O:34][CH2:33][CH2:32][O:31][C:30]=4[CH:35]=3)[O:26][CH2:25]1)[C:5](=[O:24])[NH:6]2. Procedure: A mixture of 4′-bromo-1′-(diphenylmethyl)-2,3-dihydrospiro[furo[2,3-g][1,4]benzodioxine-8,3′-indol]-2′(1H)-one (5.38 g, 9.96 mmol), triethylsilane (7.93 mL, 49.8 mmol) and trifluoroacetic acid (25.9 mL, 348 mmol) was heated at 75° C. for 8 h. The reaction mixture was allowed to cool to ambient temperature, concentrated in vacuo. The residue was triturated in diethyl ether, purified by column chromatography and eluted with a 0% to 25% gradient of ethyl acetate in dichloromethane to afford 4′-brom...